This data is from the Open Reaction Database (ORD), a public repository of structured organic reaction records. The task is: describe an organic reaction: reactants, conditions, products, and yield Starting materials: C1CCOC1, CO, COC(=O)c1[nH]cc(C=O)c1Cl, [Li+], [OH-]. The product is O=Cc1c[nH]c(C(=O)O)c1Cl. Reaction SMILES: [CH2:15]1[O:16][CH2:17][CH2:18][CH2:19]1.[CH3:20][OH:21].[Cl:3][c:4]1[c:5]([C:11](=[O:12])[O:13][CH3:14])[nH:6][cH:7][c:8]1[CH:9]=[O:10].[Li+:2].[OH-:1]>>[Cl:3][c:4]1[c:5]([C:11](=[O:12])[OH:13])[nH:6][cH:7][c:8]1[CH:9]=[O:10].